describe an organic reaction: reactants, conditions, products, and yield From a dataset of the Open Reaction Database (ORD), a public repository of structured organic reaction records. The reactants are O=CCC(C1CCCC1)n1cc(Br)cn1, I, [NH4+], C1CCOC1, [OH-], O. Yields the product N#CCC(C1CCCC1)n1cc(Br)cn1. RXN SMILES: [Br:1][c:2]1[cH:3][n:4][n:5]([CH:7]([CH2:8][CH:9]=[O:10])[CH:11]2[CH2:12][CH2:13][CH2:14][CH2:15]2)[cH:6]1.[I:23].[NH4+:21].[O:16]1[CH2:17][CH2:18][CH2:19][CH2:20]1.[OH-:22].[OH2:24]>>[Br:1][c:2]1[cH:3][n:4][n:5]([CH:7]([CH2:8][C:9]#[N:21])[CH:11]2[CH2:12][CH2:13][CH2:14][CH2:15]2)[cH:6]1. Reactants: C=C(C)Cc1c(C(=O)OC)cc(O)c(Br)c1O, ClCCl, O. Yields the product COC(=O)c1cc(O)c(Br)c2c1CC(C)(C)O2. As a reaction SMILES: [CH3:1][O:2][C:3]([c:4]1[c:5]([CH2:13][C:14](=[CH2:15])[CH3:16])[c:6]([OH:12])[c:7]([Br:11])[c:8]([OH:10])[cH:9]1)=[O:17].[Cl:19][CH2:20][Cl:21].[OH2:18]>>[CH3:1][O:2][C:3]([c:4]1[c:5]2[c:6]([c:7]([Br:11])[c:8]([OH:10])[cH:9]1)[O:12][C:14]([CH3:15])([CH3:16])[CH2:13]2)=[O:17]. Starting materials: C[O-], CS(C)=O, O=[N+]([O-])c1ccc(F)c(-c2nc3cc(-c4ccccc4)ccc3o2)c1, [Na+]. Product: COc1ccc([N+](=O)[O-])cc1-c1nc2cc(-c3ccccc3)ccc2o1. As a reaction SMILES: [CH3:26][O-:27].[CH3:29][S:30]([CH3:31])=[O:32].[N+:1](=[O:2])([O-:3])[c:4]1[cH:5][c:6](-[c:11]2[o:12][c:13]3[c:14]([n:15]2)[cH:16][c:17](-[c:20]2[cH:21][cH:22][cH:23][cH:24][cH:25]2)[cH:18][cH:19]3)[c:7]([F:10])[cH:8][cH:9]1.[Na+:28]>>[N+:1](=[O:2])([O-:3])[c:4]1[cH:5][c:6](-[c:11]2[o:12][c:13]3[c:14]([n:15]2)[cH:16][c:17](-[c:20]2[cH:21][cH:22][cH:23][cH:24][cH:25]2)[cH:18][cH:19]3)[c:7]([O:27][CH3:26])[cH:8][cH:9]1. Reactants: CC1=CC(=CS1)CO ((5-methyl-3-thienyl)methanol), C1(CC1)C1=NC2=C(N1C)C=C(C=C2)N2C(C=C(C=C2)O)=O (1-(2-cyclopropyl-1-methyl-1H-benzimidazol-6-yl)-4-hydroxypyridin-2(1H)-one), C(CCC)P(CCCC)CCCC (tributylphosphine), N(=NC(=O)N1CCCCC1)C(=O)N1CCCCC1 (1,1′-(azodicarbonyl)dipiperidine). Solvent: C1CCOC1 (THF). Run at temperature 60 celsius, time 3 hour. Product: C1(CC1)C1=NC2=C(N1C)C=C(C=C2)N2C(C=C(C=C2)OCC2=CSC(=C2)C)=O (1-(2-Cyclopropyl-1-methyl-1H-benzimidazol-6-yl)-4-((5-methyl-3-thienyl)methoxy)pyridin-2(1H)-one), C1(CC1)C1=NC2=C(N1C)C=C(C=C2)N2C(C=C(C=C2)OCC2=C(SC=C2)C)=O (1-(2-cyclopropyl-1-methyl-1H-benzimidazol-6-yl)-4-((2-methyl-3-thienyl)methoxy)pyridin-2(1H)-one). RXN SMILES: [CH3:1][C:2]1[S:6][CH:5]=[C:4]([CH2:7][OH:8])[CH:3]=1.[CH:9]1([C:12]2[N:16]([CH3:17])[C:15]3[CH:18]=[C:19]([N:22]4[CH:27]=[CH:26][C:25]([OH:28])=[CH:24][C:23]4=[O:29])[CH:20]=[CH:21][C:14]=3[N:13]=2)[CH2:11][CH2:10]1.[CH2:30](P(CCCC)CCCC)CCC.N(C(N1CCCCC1)=O)=NC(N1CCCCC1)=O>C1COCC1>[CH:9]1([C:12]2[N:16]([CH3:17])[C:15]3[CH:18]=[C:19]([N:22]4[CH:27]=[CH:26][C:25]([O:8][CH2:7][C:4]5[CH:3]=[C:2]([CH3:1])[S:6][CH:5]=5)=[CH:24][C:23]4=[O:29])[CH:20]=[CH:21][C:14]=3[N:13]=2)[CH2:10][CH2:11]1.[CH:9]1([C:12]2[N:16]([CH3:17])[C:15]3[CH:18]=[C:19]([N:22]4[CH:27]=[CH:26][C:25]([O:28][CH2:7][C:4]5[CH:3]=[CH:2][S:6][C:5]=5[CH3:30])=[CH:24][C:23]4=[O:29])[CH:20]=[CH:21][C:14]=3[N:13]=2)[CH2:10][CH2:11]1. Procedure details: A mixture of (5-methyl-3-thienyl)methanol (72 mg), 1-(2-cyclopropyl-1-methyl-1H-benzimidazol-6-yl)-4-hydroxypyridin-2(1H)-one (100 mg), tributylphosphine (0.264 ml), 1,1′-(azodicarbonyl)dipiperidine (269 mg) and THF (10 ml) was stirred at 60° C. for 3 h. The reaction mixture was partitioned between EtOAc and water, and the organic layer was washed with brine, dried with MgSO4, and concentrated in vacuo. The residue was purified by silica gel column chromatography (hexane/EtOAc then EtOAc/MeOH), ... The reactants are ClC1=C2C=C(C(=NC2=CC=C1)C1=C(C=CC=C1)C(F)(F)F)CO ((5-chloro-2-(2-(trifluoromethyl)phenyl)quinolin-3-yl)methanol), S(=O)(Cl)Cl (thionyl chloride). The solvent is C(Cl)(Cl)Cl (CHCl3). Reaction conditions: time 1.5 hour. The product is Cl.ClC1=C2C=C(C(=NC2=CC=C1)C1=C(C=CC=C1)C(F)(F)F)CCl (5-chloro-3-(chloromethyl)-2-(2-(trifluoromethyl)phenyl)quinoline hydrochloride). Reaction SMILES: [Cl:1][C:2]1[CH:11]=[CH:10][CH:9]=[C:8]2[C:3]=1[CH:4]=[C:5]([CH2:22]O)[C:6]([C:12]1[CH:17]=[CH:16][CH:15]=[CH:14][C:13]=1[C:18]([F:21])([F:20])[F:19])=[N:7]2.S(Cl)([Cl:26])=O>C(Cl)(Cl)Cl>[ClH:1].[Cl:1][C:2]1[CH:11]=[CH:10][CH:9]=[C:8]2[C:3]=1[CH:4]=[C:5]([CH2:22][Cl:26])[C:6]([C:12]1[CH:17]=[CH:16][CH:15]=[CH:14][C:13]=1[C:18]([F:21])([F:20])[F:19])=[N:7]2 |f:3.4|. Reported procedure: A solution of (5-chloro-2-(2-(trifluoromethyl)phenyl)quinolin-3-yl)methanol (2.180 g, 6.455 mmol) in 22 mL of CHCl3 was treated with thionyl chloride (2.348 mL, 32.27 mmol) dropwise, and the reaction mixture was stirred at room temperature. After 1.5 hr, the mixture was concentrated under reduced pressure and co-evaporated three times with CH2Cl2 to give 5-chloro-3-(chloromethyl)-2-(2-(trifluoromethyl)phenyl)quinoline hydrochloride as a yellow solid: 1H NMR (400 MHz, DMSO-d6) δ ppm 8.86 (1 H, d,... Starting materials: CC(C)=CCC\C(\C)=C\CC\C(\C)=C\CC\C=C(/C)\CC\C=C(/C)\CCC=C(C)C (squalene). Reagents/catalysts: [Ni] (nickel). Solvent: C(C)(C)CC(C)(C)C (isooctane), [H][H] (hydrogen), C(C)(C)CC(C)(C)C (isooctane). Product: CC(C)CCCC(C)CCCC(C)CCCCC(C)CCCC(C)CCCC(C)C (squalane). Reaction SMILES: [CH3:1][C:2](=[CH:4][CH2:5][CH2:6]/[C:7](=[CH:9]/[CH2:10][CH2:11]/[C:12](=[CH:14]/[CH2:15][CH2:16]/[CH:17]=[C:18](/[CH2:20][CH2:21]/[CH:22]=[C:23](/[CH2:25][CH2:26][CH:27]=[C:28]([CH3:30])[CH3:29])\[CH3:24])\[CH3:19])/[CH3:13])/[CH3:8])[CH3:3]>[Ni].C(CC(C)(C)C)(C)C.[H][H]>[CH3:30][CH:28]([CH2:27][CH2:26][CH2:25][CH:23]([CH2:22][CH2:21][CH2:20][CH:18]([CH2:17][CH2:16][CH2:15][CH2:14][CH:12]([CH2:11][CH2:10][CH2:9][CH:7]([CH2:6][CH2:5][CH2:4][CH:2]([CH3:3])[CH3:1])[CH3:8])[CH3:13])[CH3:19])[CH3:24])[CH3:29]. Reported procedure: A tubular reactor of 2.0 cm in inner diameter and 10 cm in length was packed with 20 g of carrier-supported nickel catalyst. Hydrogenation was carried out by feeding into the reactor the 50 wt % squalene solution in isooctane and hydrogen gas to obtain a squalane solution in isooctane. Samples were taken out for 30 hours after the temperature was stabilized at 210° C. The reactants are C(C)(C)(C)OC(=O)N1C(=NC2=C1C=C(C=C2)C(C(F)(F)F)=O)C2=C(C=CC=C2C)C (2-(2,6-dimethylphenyl)-6-(2,2,2-trifluoroacetyl)-benzoimidazole-1-carboxylic acid tert-butyl ester), CC=1C=C(N)C=CC1C (3,4-dimethylaniline), pTos-OH. Solvent: C1(=CC=CC=C1)C (toluene). Run at temperature 120 celsius, time 18 hour. Yields the product CC1=C(C(=CC=C1)C)C=1NC2=C(N1)C=CC(=C2)C(C(F)(F)F)=O (1-[2-(2,6-dimethylphenyl)-3H-benzoimidazol-5-yl]-2,2,2-trifluoro-ethanone). As a reaction SMILES: C(OC([N:8]1[C:12]2[CH:13]=[C:14]([C:17](=[O:22])[C:18]([F:21])([F:20])[F:19])[CH:15]=[CH:16][C:11]=2[N:10]=[C:9]1[C:23]1[C:28]([CH3:29])=[CH:27][CH:26]=[CH:25][C:24]=1[CH3:30])=O)(C)(C)C.CC1C=C(C=CC=1C)N>C1(C)C=CC=CC=1>[CH3:29][C:28]1[CH:27]=[CH:26][CH:25]=[C:24]([CH3:30])[C:23]=1[C:9]1[NH:8][C:12]2[CH:13]=[C:14]([C:17](=[O:22])[C:18]([F:21])([F:20])[F:19])[CH:15]=[CH:16][C:11]=2[N:10]=1. Reported procedure: To a solution of 2-(2,6-dimethylphenyl)-6-(2,2,2-trifluoroacetyl)-benzoimidazole-1-carboxylic acid tert-butyl ester (617 mg) and 3,4-dimethylaniline (118 mg) in toluene (10 mL) was added 4 Å molecular sieves and pTos-OH (50 mg) then the mixture was stirred at 120° C. for 18 h. The sieves were filtered and the filtrate evaporated under reduced pressure to give 1-[2-(2,6-dimethylphenyl)-3H-benzoimidazol-5-yl]-2,2,2-trifluoro-ethanone as an oil. Reactants: C1CCOC1, COc1ccc(N)cn1, C[Si](C)(C)[N-][Si](C)(C)C, COc1ccc(CN(Cc2ccc(OC)cc2)c2nc(C)nc(-c3cc(Cl)cnc3F)n2)cc1, [Li+]. The product is COc1ccc(CN(Cc2ccc(OC)cc2)c2nc(C)nc(-c3cc(Cl)cnc3Nc3ccc(OC)nc3)n2)cc1. RXN SMILES: [CH2:54]1[O:55][CH2:56][CH2:57][CH2:58]1.[CH3:1][O:2][c:3]1[cH:4][cH:5][c:6]([NH2:9])[cH:7][n:8]1.[CH3:45][Si:46]([N-:47][Si:48]([CH3:49])([CH3:50])[CH3:51])([CH3:52])[CH3:53].[Cl:10][c:11]1[cH:12][c:13](-[c:18]2[n:19][c:20]([N:25]([CH2:26][c:27]3[cH:28][cH:29][c:30]([O:33][CH3:34])[cH:31][cH:32]3)[CH2:35][c:36]3[cH:37][cH:38][c:39]([O:42][CH3:43])[cH:40][cH:41]3)[n:21][c:22]([CH3:24])[n:23]2)[c:14]([F:17])[n:15][cH:16]1.[Li+:44]>>[CH3:1][O:2][c:3]1[cH:4][cH:5][c:6]([NH:9][c:14]2[c:13](-[c:18]3[n:19][c:20]([N:25]([CH2:26][c:27]4[cH:28][cH:29][c:30]([O:33][CH3:34])[cH:31][cH:32]4)[CH2:35][c:36]4[cH:37][cH:38][c:39]([O:42][CH3:43])[cH:40][cH:41]4)[n:21][c:22]([CH3:24])[n:23]3)[cH:12][c:11]([Cl:10])[cH:16][n:15]2)[cH:7][n:8]1.